Dataset: the Open Reaction Database (ORD), a public repository of structured organic reaction records. Task: describe an organic reaction: reactants, conditions, products, and yield Reactants: CCCCCCCCCCCC(C)=O, CCO, [Na+], [OH-], O, ONCl. Product: CCCCCCCCCCCC(C)=NO. RXN SMILES: [CH2:1]([CH2:2][CH2:3][CH2:4][CH2:5][CH2:6][CH2:7][CH2:8][CH2:9][CH2:10][CH3:11])[C:12](=[O:13])[CH3:14].[CH3:20][CH2:21][OH:22].[Na+:19].[OH-:18].[OH2:23].[OH:15][NH:16][Cl:17]>>[CH2:1]([CH2:2][CH2:3][CH2:4][CH2:5][CH2:6][CH2:7][CH2:8][CH2:9][CH2:10][CH3:11])[C:12]([CH3:14])=[N:16][OH:15]. The reactants are ClC1=C2C=CC=NC2=C(C(=C1)C(C)=O)N1CCN(CC1)C1CCCCC1 (1-[5-chloro-8-(4-cyclohexylpiperazin-1-yl)quinolin-7-yl]ethanone), C(C)(=O)[O-].[NH4+] (ammonium acetate), C(#N)[BH3-].[Na+] (sodium cyanoborohydride), O1CCCC1 (tetrahydrofuran). Conditions: temperature 65 celsius. As a reaction SMILES: [Cl:1][C:2]1[CH:11]=[C:10]([C:12](=O)[CH3:13])[C:9]([N:15]2[CH2:20][CH2:19][N:18]([CH:21]3[CH2:26][CH2:25][CH2:24][CH2:23][CH2:22]3)[CH2:17][CH2:16]2)=[C:8]2[C:3]=1[CH:4]=[CH:5][CH:6]=[N:7]2.C([O-])(=O)C.[NH4+].C([BH3-])#[N:33].[Na+].O1CCCC1>CO.C(#N)C>[Cl:1][C:2]1[CH:11]=[C:10]([CH:12]([NH2:33])[CH3:13])[C:9]([N:15]2[CH2:20][CH2:19][N:18]([CH:21]3[CH2:26][CH2:25][CH2:24][CH2:23][CH2:22]3)[CH2:17][CH2:16]2)=[C:8]2[C:3]=1[CH:4]=[CH:5][CH:6]=[N:7]2 |f:1.2,3.4|. Product: ClC1=C2C=CC=NC2=C(C(=C1)C(C)N)N1CCN(CC1)C1CCCCC1 (1-[5-Chloro-8-(4-cyclohexylpiperazin-1-yl)quinolin-7-yl]ethanamine). Reported procedure: A mixture of 1-[5-chloro-8-(4-cyclohexylpiperazin-1-yl)quinolin-7-yl]ethanone (0.094 g, 0.25 mmol) and ammonium acetate (0.195 g, 2.53 mmol) in methanol (1 mL) and acetonitrile (1 mL) was heated at 65° C. in a sealed tube for 1 hour. After cooling to room temperature, to the resulting mixture was added 1.0 M sodium cyanoborohydride in tetrahydrofuran (0.632 mL, 0.632 mmol). The reaction was heated at 65° C. overnight. The mixture was cooled to room temperature, quenched with sat. NaHCO3 solution... Run in CO (methanol), C(C)#N (acetonitrile). The reactants are Cc1ccccc1, COC(=O)c1ccc(C(=O)c2ccc3c(c2)C(C)(C)CCC3(C)C)cc1, CCCCCC, CC(C)[P+](c1ccccc1)(c1ccccc1)c1ccccc1, ClCCl, [I-], c1ccccc1. Yields the product COC(=O)c1ccc(C(=C(C)C)c2ccc3c(c2)C(C)(C)CCC3(C)C)cc1. As a reaction SMILES: [CH3:24][c:25]1[cH:26][cH:27][cH:28][cH:29][cH:30]1.[CH3:31][C:32]1([CH3:56])[c:33]2[cH:34][cH:35][c:36]([C:44](=[O:45])[c:46]3[cH:47][cH:48][c:49]([C:50](=[O:51])[O:52][CH3:53])[cH:54][cH:55]3)[cH:37][c:38]2[C:39]([CH3:42])([CH3:43])[CH2:40][CH2:41]1.[CH3:57][CH2:58][CH2:59][CH2:60][CH2:61][CH3:62].[CH:2]([CH3:3])([CH3:4])[P+:5]([c:6]1[cH:7][cH:8][cH:9][cH:10][cH:11]1)([c:12]1[cH:13][cH:14][cH:15][cH:16][cH:17]1)[c:18]1[cH:19][cH:20][cH:21][cH:22][cH:23]1.[Cl:63][CH2:64][Cl:65].[I-:1].[cH:66]1[cH:67][cH:68][cH:69][cH:70][cH:71]1>>[C:2]([CH3:3])([CH3:4])=[C:44]([c:36]1[cH:35][cH:34][c:33]2[c:38]([cH:37]1)[C:39]([CH3:42])([CH3:43])[CH2:40][CH2:41][C:32]2([CH3:31])[CH3:56])[c:46]1[cH:47][cH:48][c:49]([C:50](=[O:51])[O:52][CH3:53])[cH:54][cH:55]1. The reactants are CCCCn1nc(C(=O)OCC)cc1C, CO, [NH4+], [OH-]. Yields the product CCCCn1nc(C(N)=O)cc1C. RXN SMILES: [CH2:1]([CH2:2][CH2:3][CH3:4])[n:5]1[n:6][c:7]([C:11]([O:13][CH2:12][CH3:14])=[O:15])[cH:8][c:9]1[CH3:10].[CH3:18][OH:19].[NH4+:16].[OH-:17]>>[CH2:1]([CH2:2][CH2:3][CH3:4])[n:5]1[n:6][c:7]([C:11](=[O:13])[NH2:16])[cH:8][c:9]1[CH3:10]. Reactants: FC1=C(C=C2C=C(N(C2=C1)CC1=CC=CC(=N1)C(=O)N)C1=CSC=C1)OC (6-[6-fluoro-5-methoxy-2-(thiophen-3-yl)indol-1-ylmethyl]pyridine-2-carboxamide), P(=O)(Cl)(Cl)Cl (phosphoryl chloride). Run in CN(C=O)C (N,N-dimethylformamide). Reaction conditions: time 50 minute. Product: FC1=C(C=C2C=C(N(C2=C1)CC1=CC=CC(=N1)C#N)C1=CSC=C1)OC (6-[6-Fluoro-5-methoxy-2-(thiophen-3-yl)indol-1-ylmethyl]pyridine-2-carbonitrile). Isolated yield 42.6%. As a reaction SMILES: [F:1][C:2]1[CH:10]=[C:9]2[C:5]([CH:6]=[C:7]([C:21]3[CH:25]=[CH:24][S:23][CH:22]=3)[N:8]2[CH2:11][C:12]2[N:17]=[C:16]([C:18]([NH2:20])=O)[CH:15]=[CH:14][CH:13]=2)=[CH:4][C:3]=1[O:26][CH3:27].P(Cl)(Cl)(Cl)=O>CN(C)C=O>[F:1][C:2]1[CH:10]=[C:9]2[C:5]([CH:6]=[C:7]([C:21]3[CH:25]=[CH:24][S:23][CH:22]=3)[N:8]2[CH2:11][C:12]2[N:17]=[C:16]([C:18]#[N:20])[CH:15]=[CH:14][CH:13]=2)=[CH:4][C:3]=1[O:26][CH3:27]. Procedure: To a solution of 6-[6-fluoro-5-methoxy-2-(thiophen-3-yl)indol-1-ylmethyl]pyridine-2-carboxamide (165 mg) in N,N-dimethylformamide (2.1 mL) was added phosphoryl chloride (0.058 mL) under ice-cooling. This mixture was stirred for 50 minutes. The reaction mixture was quenched with a saturated aqueous sodium hydrogen carbonate solution (10 mL). Ethyl acetate and water were then added to the mixture to separate the organic layer. The organic layer was washed with saturated brine, dried over anhydrous... Reactants: CN(C(OC(C)(C)C)=O)[C@H](C(=O)N[C@@H]1C(NC2=C(N([C@H]1C)C(=O)C1CCOCC1)C=CC=C2)=O)C (tert-butyl methyl((S)-1-((2S,3S)-2-methyl-4-oxo-1-(tetrahydro-2H-pyran-4-carbonyl)-2,3,4,5-tetrahydro-1H-benzo[b][1,4]diazepin-3-ylamino)-1-oxopropan-2-yl)carbamate), BrCC1=NN(C2=CC=CC=C12)C1=C(C#N)C=CC=C1 (2-(3-(bromomethyl)-1H-indazol-1-yl)benzonitrile), C([O-])([O-])=O.[Cs+].[Cs+] (cesium carbonate), [I-].[Na+] (sodium iodide). Run in CCOC(=O)C (EtOAc), CN(C)C=O (DMF). Run at time 2.5 day. Product: C(#N)C1=C(C=CC=C1)N1N=C(C2=CC=CC=C12)CN1C2=C(N([C@H]([C@@H](C1=O)NC([C@H](C)N(C(OC(C)(C)C)=O)C)=O)C)C(=O)C1CCOCC1)C=CC=C2 (tert-butyl(S)-1-((3S,4S)-1-((1-(2-cyanophenyl)-1H-indazol-3-yl)methyl)-4-methyl-2-oxo-5-(tetrahydro-2H-pyran-4-carbonyl)-2,3,4,5-tetrahydro-1H-benzo[b][1,4]diazepin-3-ylamino)-1-oxopropan-2-yl(methyl)carbamate). Isolated yield 78.3%. As a reaction SMILES: [CH3:1][N:2]([C@@H:10]([CH3:35])[C:11]([NH:13][C@H:14]1[C@H:20]([CH3:21])[N:19]([C:22]([CH:24]2[CH2:29][CH2:28][O:27][CH2:26][CH2:25]2)=[O:23])[C:18]2[CH:30]=[CH:31][CH:32]=[CH:33][C:17]=2[NH:16][C:15]1=[O:34])=[O:12])[C:3](=[O:9])[O:4][C:5]([CH3:8])([CH3:7])[CH3:6].Br[CH2:37][C:38]1[C:46]2[C:41](=[CH:42][CH:43]=[CH:44][CH:45]=2)[N:40]([C:47]2[CH:54]=[CH:53][CH:52]=[CH:51][C:48]=2[C:49]#[N:50])[N:39]=1.C(=O)([O-])[O-].[Cs+].[Cs+].[I-].[Na+]>CN(C=O)C.CCOC(C)=O>[C:49]([C:48]1[CH:51]=[CH:52][CH:53]=[CH:54][C:47]=1[N:40]1[C:41]2[C:46](=[CH:45][CH:44]=[CH:43][CH:42]=2)[C:38]([CH2:37][N:16]2[C:15](=[O:34])[C@@H:14]([NH:13][C:11](=[O:12])[C@@H:10]([N:2]([CH3:1])[C:3](=[O:9])[O:4][C:5]([CH3:6])([CH3:7])[CH3:8])[CH3:35])[C@H:20]([CH3:21])[N:19]([C:22]([CH:24]3[CH2:29][CH2:28][O:27][CH2:26][CH2:25]3)=[O:23])[C:18]3[CH:30]=[CH:31][CH:32]=[CH:33][C:17]2=3)=[N:39]1)#[N:50] |f:2.3.4,5.6|. Procedure details: To a rt solution of tert-butyl methyl((S)-1-((2S,3S)-2-methyl-4-oxo-1-(tetrahydro-2H-pyran-4-carbonyl)-2,3,4,5-tetrahydro-1H-benzo[b][1,4]diazepin-3-ylamino)-1-oxopropan-2-yl)carbamate (111 mg, 227 μmol) in DMF (568 μl) was added 2-(3-(bromomethyl)-1H-indazol-1-yl)benzonitrile (85.1 mg, 273 μmol), cesium carbonate (96.2 mg, 295 μmol), and sodium iodide (44.3 mg, 295 μmol). The reaction was stirred at rt for 2.5 days, then diluted with EtOAc, washed with H2O and sat. aq. NaCl, dried over Na2SO4, ...